From a dataset of the Open Reaction Database (ORD), a public repository of structured organic reaction records. describe an organic reaction: reactants, conditions, products, and yield Starting materials: CN(C)C=O, C[O-], N#Cc1cccnc1Cl, [Na+], O, COC(=O)CCS. Yields the product COC(=O)CCSc1ncccc1C#N. Reaction SMILES: [CH3:1][N:2]([CH3:3])[CH:4]=[O:5].[CH3:6][O-:7].[Cl:16][c:17]1[n:18][cH:19][cH:20][cH:21][c:22]1[C:23]#[N:24].[Na+:8].[OH2:25].[SH:9][CH2:10][CH2:11][C:12](=[O:13])[O:14][CH3:15]>>[S:9]([CH2:10][CH2:11][C:12](=[O:13])[O:14][CH3:15])[c:17]1[n:18][cH:19][cH:20][cH:21][c:22]1[C:23]#[N:24]. Run in O (water). Procedure details: 2-Chloro-N-(3-fluoro-2-methyl-6-nitrophenyl)acetamide (prepared from 47.2 g of 2-chloro-N-(3-fluoro-2-methylphenyl)acetamide, ca. 234 mmol) was suspended in water (220 ml) then treated with aqueous sodium hydroxide solution (12.5M, 110 ml, 1.37 mol). Tetrahydrofuran (110 ml) was added, then the mixture was heated to reflux for 5 hours, then evaporated (removing most of the tetrahydrofuran). The yellow solid was filtered off and washed with water until washing were non-alkaline. Drying in vacuo a... As a reaction SMILES: ClCC([NH:5][C:6]1[C:11]([N+:12]([O-:14])=[O:13])=[CH:10][CH:9]=[C:8]([F:15])[C:7]=1[CH3:16])=O.[OH-].[Na+].O1CCCC1>O>[F:15][C:8]1[C:7]([CH3:16])=[C:6]([C:11]([N+:12]([O-:14])=[O:13])=[CH:10][CH:9]=1)[NH2:5] |f:1.2|. Product: FC=1C(=C(N)C(=CC1)[N+](=O)[O-])C (3-Fluoro-2-methyl-6-nitroaniline). Starting materials: ClCC(=O)NC1=C(C(=CC=C1[N+](=O)[O-])F)C (2-Chloro-N-(3-fluoro-2-methyl-6-nitrophenyl)acetamide), [OH-].[Na+] (sodium hydroxide), O1CCCC1 (Tetrahydrofuran).